Dataset: the Open Reaction Database (ORD), a public repository of structured organic reaction records. Task: describe an organic reaction: reactants, conditions, products, and yield Reactants: ClC1=CC(=C(C=C1)N1C(C=2CCCCC2C1O)=O)F (2-(4-chloro-2-fluorophenyl)-3-hydroxy-2,3,4,5,6,7-hexahydro-1H-isoindol-1-one), S(=O)(Cl)Cl (thionyl chloride). The solvent is ClCCl (dichloromethane). Product: ClC1N(C(C=2CCCCC12)=O)C1=C(C=C(C=C1)Cl)F (3-Chloro-2-(4-chloro-2-fluorophenyl)-2,3,4,5,6,7-hexahydro-1H-isoindol-1-one). The yield is 87.0%. Reaction SMILES: [Cl:1][C:2]1[CH:7]=[CH:6][C:5]([N:8]2[CH:16]([OH:17])[C:15]3[CH2:14][CH2:13][CH2:12][CH2:11][C:10]=3[C:9]2=O)=[C:4]([F:19])[CH:3]=1.S(Cl)([Cl:22])=O>ClCCl>[Cl:22][CH:9]1[C:10]2[CH2:11][CH2:12][CH2:13][CH2:14][C:15]=2[C:16](=[O:17])[N:8]1[C:5]1[CH:6]=[CH:7][C:2]([Cl:1])=[CH:3][C:4]=1[F:19]. Procedure details: In 30 ml of dichloromethane was suspended 21.0 g of 2-(4-chloro-2-fluorophenyl)-3-hydroxy-2,3,4,5,6,7-hexahydro-1H-isoindol-1-one, and 7.5 ml of thionyl chloride was added to the suspension under stirring over a 20-minute period. The reaction mixture was warmed, stirred at 40° to 45° C. for 1 hour and concentrated to dryness under reduced pressure. The residue was dissolved in methylene chloride and, upon addition of hexane, there was produced insoluble matter, which was filtered out. The filtra... The reactants are ClC1=CC2=C(NC(=NS2(=O)=O)N2C=NC=C2)N=C1 (7-chloro-3-(imidazol-1-yl)-4H-pyrido[2,3-e]-1,2,4-thiadiazine 1,1-dioxide), C(C=C)N (allylamine), Compound 16. The product is C(C=C)NC1=NS(C2=C(N1)N=CC(=C2)Cl)(=O)=O (3-Allylamino-7-chloro-4H-pyrido[2,3-e]-1,2,4-thiadiazine 1,1-dioxide). Reaction SMILES: [Cl:1][C:2]1[CH:18]=[N:17][C:5]2[NH:6][C:7]([N:12]3[CH:16]=[CH:15]N=C3)=[N:8][S:9](=[O:11])(=[O:10])[C:4]=2[CH:3]=1.[CH2:19](N)C=C>>[CH2:16]([NH:12][C:7]1[NH:6][C:5]2[N:17]=[CH:18][C:2]([Cl:1])=[CH:3][C:4]=2[S:9](=[O:11])(=[O:10])[N:8]=1)[CH:15]=[CH2:19]. Procedure details: m.p. 224°-227° C. from 7-chloro-3-(imidazol-1-yl)-4H-pyrido[2,3-e]-1,2,4-thiadiazine 1,1-dioxide and allylamine. (Compound 16). Procedure details: A mixture of 7-methoxy-1,2-dihydro-3-naphthoic acid [Jacques et al., Bull. Soc. Chim. Fr., 512 (1950)] (2 g), benzene (50 ml) and thionyl chloride (2 ml) is heated under reflux for one hour. After distilling off the solvent under reduced pressure, benzene (50 ml) is added and the benzene is distilled off again under reduced pressure. The 7-methoxy-1,2-dihydro-3-naphthoyl chloride thus obtained is dissolved in dioxane (10 ml). The solution is added dropwise to a mixture of 1-(3,4,5-trimethoxybenz... As a reaction SMILES: [CH3:1][O:2][C:3]1[CH:12]=[C:11]2[C:6]([CH:7]=[C:8]([C:13]([OH:15])=O)[CH2:9][CH2:10]2)=[CH:5][CH:4]=1.S(Cl)([Cl:18])=O>C1C=CC=CC=1>[CH3:1][O:2][C:3]1[CH:12]=[C:11]2[C:6]([CH:7]=[C:8]([C:13]([Cl:18])=[O:15])[CH2:9][CH2:10]2)=[CH:5][CH:4]=1. Reactants: COC1=CC=C2C=C(CCC2=C1)C(=O)O (7-methoxy-1,2-dihydro-3-naphthoic acid), S(=O)(Cl)Cl (thionyl chloride). The solvent is C1=CC=CC=C1 (benzene). Yields the product COC1=CC=C2C=C(CCC2=C1)C(=O)Cl (7-methoxy-1,2-dihydro-3-naphthoyl chloride). Starting materials: C#N (HCN), C(C1=CC=CC=C1)=NC1(CC1)C(=O)OCC (Ethyl N-Benzylidene-1-Amino-Cyclopropane Carboxylate). The solvent is C(C)O (ethanol). The product is C(#N)C(C1=CC=CC=C1)NC1(CC1)C(=O)OCC (Ethyl N-(α-Cyanobenzyl)-1-Aminocyclopropane Carboxylate). The yield is 100.0%. RXN SMILES: [CH:1]#[N:2].[CH:3](=[N:10][C:11]1([C:14]([O:16][CH2:17][CH3:18])=[O:15])[CH2:13][CH2:12]1)[C:4]1[CH:9]=[CH:8][CH:7]=[CH:6][CH:5]=1>C(O)C>[C:1]([CH:3]([NH:10][C:11]1([C:14]([O:16][CH2:17][CH3:18])=[O:15])[CH2:12][CH2:13]1)[C:4]1[CH:9]=[CH:8][CH:7]=[CH:6][CH:5]=1)#[N:2]. Procedure: Liquid HCN (2.4 ml; 0.062 M) was added to a solution of ethyl N-benzylidene-1-aminocyclopropane carboxylate (5.61 g, obtained as described in Example 1) in ethanol (25 ml) at room temperature. The solution was stirred at room temperature for forty eight hours; subsequently the excess ethanol was evaporated. The desired product was obtained in a yield of 100% (6.3 g).